This data is from the Open Reaction Database (ORD), a public repository of structured organic reaction records. The task is: describe an organic reaction: reactants, conditions, products, and yield Reactants: FC(C(=O)O)(F)F (trifluoroacetic acid), C(C#CC)N1C(=NC2=C1C(N(N=C2)C)=O)N2CCN(CC2)C(=O)OC(C)(C)C (t-butyl 4-[1-(2-butynyl)-6-methyl-7-oxo-6,7-dihydro-1H-imidazo[4,5-d]pyridazin-2-yl]piperazine-1-carboxylate). The solvent is ClCCl (dichloromethane). Reaction conditions: time 1 hour. Product: FC(C(=O)O)(F)F.C(C#CC)N1C(=NC=2C=NN(C(C21)=O)C)N2CCNCC2 (3-(2-Butynyl)-5-methyl-2-(piperazin-1-yl)-3,5-dihydroimidazo[4,5-d]pyridazin-4-one trifluoroacetate). As a reaction SMILES: [F:1][C:2]([F:7])([F:6])[C:3]([OH:5])=[O:4].[CH2:8]([N:12]1[C:16]2[C:17](=[O:22])[N:18]([CH3:21])[N:19]=[CH:20][C:15]=2[N:14]=[C:13]1[N:23]1[CH2:28][CH2:27][N:26](C(OC(C)(C)C)=O)[CH2:25][CH2:24]1)[C:9]#[C:10][CH3:11]>ClCCl>[F:1][C:2]([F:7])([F:6])[C:3]([OH:5])=[O:4].[CH2:8]([N:12]1[C:16]2[C:17](=[O:22])[N:18]([CH3:21])[N:19]=[CH:20][C:15]=2[N:14]=[C:13]1[N:23]1[CH2:24][CH2:25][NH:26][CH2:27][CH2:28]1)[C:9]#[C:10][CH3:11] |f:3.4|. Procedure: 0.4 ml of trifluoroacetic acid was added to a 0.4-ml dichloromethane solution of 0.0351 g of t-butyl 4-[1-(2-butynyl)-6-methyl-7-oxo-6,7-dihydro-1H-imidazo[4,5-d]pyridazin-2-yl]piperazine-1-carboxylate, and the mixture was stirred at room temperature for one hour. The solvent was concentrated. The residue was purified by reverse-phase high performance liquid chromatography (using an acetonitrile-water mobile phase (containing 0.1% trifluoroacetic acid)) to give 0.0295 g of the title compound.